From a dataset of the Open Reaction Database (ORD), a public repository of structured organic reaction records. describe an organic reaction: reactants, conditions, products, and yield Starting materials: COC=1C=C(OCC(C(=O)OCC2=CC=CC=C2)(C)C)C=CC1B1OC(C(O1)(C)C)(C)C (benzyl 3-[3-methoxy-4-(4,4,5,5-tetramethyl-1,3,2-dioxaborolan-2-yl)-phenoxy]-2,2-dimethylpropanoate), BrC1=NC=C(C=C1)C=1N(C=C(N1)C(F)(F)F)COCC[Si](C)(C)C (2-bromo-5-[4-(trifluoromethyl)-1-{[2-(trimethylsilyl)ethoxy]methyl}-1H-imidazol-2-yl]pyridine). The product is COC=1C=C(OCC(C(=O)OCC2=CC=CC=C2)(C)C)C=CC1C1=NC=C(C=C1)C=1N(C=C(N1)C(F)(F)F)COCC[Si](C)(C)C (benzyl 3-[3-methoxy-4-[5-[4-(trifluoromethyl)-1-(2-trimethylsilylethoxymethyl)imidazol-2-yl]-2-pyridyl]phenoxy]-2,2-dimethylpropanoate). The yield is 83.3%. As a reaction SMILES: [CH3:1][O:2][C:3]1[CH:4]=[C:5]([CH:21]=[CH:22][C:23]=1B1OC(C)(C)C(C)(C)O1)[O:6][CH2:7][C:8]([CH3:20])([CH3:19])[C:9]([O:11][CH2:12][C:13]1[CH:18]=[CH:17][CH:16]=[CH:15][CH:14]=1)=[O:10].Br[C:34]1[CH:39]=[CH:38][C:37]([C:40]2[N:41]([CH2:49][O:50][CH2:51][CH2:52][Si:53]([CH3:56])([CH3:55])[CH3:54])[CH:42]=[C:43]([C:45]([F:48])([F:47])[F:46])[N:44]=2)=[CH:36][N:35]=1>>[CH3:1][O:2][C:3]1[CH:4]=[C:5]([CH:21]=[CH:22][C:23]=1[C:34]1[CH:39]=[CH:38][C:37]([C:40]2[N:41]([CH2:49][O:50][CH2:51][CH2:52][Si:53]([CH3:56])([CH3:55])[CH3:54])[CH:42]=[C:43]([C:45]([F:46])([F:47])[F:48])[N:44]=2)=[CH:36][N:35]=1)[O:6][CH2:7][C:8]([CH3:19])([CH3:20])[C:9]([O:11][CH2:12][C:13]1[CH:14]=[CH:15][CH:16]=[CH:17][CH:18]=1)=[O:10]. Procedure: By using benzyl 3-[3-methoxy-4-(4,4,5,5-tetramethyl-1,3,2-dioxaborolan-2-yl)-phenoxy]-2,2-dimethylpropanoate (1.03 g) and 2-bromo-5-[4-(trifluoromethyl)-1-{[2-(trimethylsilyl)ethoxy]methyl}-1H-imidazol-2-yl]pyridine (494 mg), the procedure was carried out in the same manner as in Reference example 1-3) to obtain benzyl 3-[3-methoxy-4-[5-[4-(trifluoromethyl)-1-(2-trimethylsilylethoxymethyl)imidazol-2-yl]-2-pyridyl]phenoxy]-2,2-dimethylpropanoate (639 mg). Starting materials: ice water, [H-].[Na+] (sodium hydride), NC1=CC(=C(C=C1)O)Cl (4-amino-2-chlorophenol), ClC=1N=NC(=CC1)Cl (3,6-dichloropyridazine), Cl (hydrochloric acid). Run in CS(=O)C (dimethyl sulfoxide). Reaction conditions: time 1 hour. Yields the product ClC1=CC=C(N=N1)OC1=CC=C(C=C1)N (4-(6-chloro-3-pyridazinyloxy)benzeneamine). As a reaction SMILES: [H-].[Na+].[NH2:3][C:4]1[CH:9]=[CH:8][C:7]([OH:10])=[C:6](Cl)[CH:5]=1.[Cl:12][C:13]1[N:14]=[N:15][C:16](Cl)=[CH:17][CH:18]=1.Cl>CS(C)=O>[Cl:12][C:13]1[N:14]=[N:15][C:16]([O:10][C:7]2[CH:8]=[CH:9][C:4]([NH2:3])=[CH:5][CH:6]=2)=[CH:17][CH:18]=1 |f:0.1|. Procedure details: 12 g of sodium hydride was added in portions to a stirred solution of 71.8 g of 1A and 25 g of 3,6-dichloropyridazine in 300 ml of dimethyl sulfoxide, the temperature of the mixture being held at 50° C. The mixture then was stirred for one hour and poured into ice water. The mixture was slightly acidified with dilute hydrochloric acid, and was extracted with methylene chloride. The extract was washed with water, dried (magnesium sulfate) and the solvent was evaporated to give 4-(6-chloro-3-pyrid... The reactants are C(C)(C)(C)[S@@](=O)N[C@@H](C1=CN=C(S1)NC(=O)C1(CC1)C1=CC2=C(OCO2)C=C1)C1=C(C=CC=C1)Cl ((R)-N-(5-((R)-t-butylsulfinylamino(2-chlorophenyl)methyl)thiazol-2-yl)-1-(benzo[d][1,3]dioxol-5-yl)cyclopropanecarboxamide), N[C@H](C1=CN=C(S1)NC(=O)C1(CC1)C1=CC2=C(OCO2)C=C1)C1=C(C=CC=C1)Cl ((S)-N-(5-(amino(2-chlorophenyl)-methyl)thiazol-2-yl)-1-(benzo[d][1,3]dioxol-5-yl)cyclopropanecarboxamide). Solvent: CC#N (CH3CN). Product: N[C@@H](C1=CN=C(S1)NC(=O)C1(CC1)C1=CC2=C(OCO2)C=C1)C1=C(C=CC=C1)Cl ((R)-N-(5-(Amino(2-chlorophenyl)-methyl)thiazol-2-yl)-1-(benzo[d][1,3]dioxol-5-yl)cyclopropanecarboxamide). Reaction SMILES: C([S@]([NH:7][C@H:8]([C:29]1[CH:34]=[CH:33][CH:32]=[CH:31][C:30]=1[Cl:35])[C:9]1[S:13][C:12]([NH:14][C:15]([C:17]2([C:20]3[CH:28]=[CH:27][C:23]4[O:24][CH2:25][O:26][C:22]=4[CH:21]=3)[CH2:19][CH2:18]2)=[O:16])=[N:11][CH:10]=1)=O)(C)(C)C.N[C@@H](C1C=CC=CC=1Cl)C1SC(NC(C2(C3C=CC4OCOC=4C=3)CC2)=O)=NC=1>CC#N>[NH2:7][C@H:8]([C:29]1[CH:34]=[CH:33][CH:32]=[CH:31][C:30]=1[Cl:35])[C:9]1[S:13][C:12]([NH:14][C:15]([C:17]2([C:20]3[CH:28]=[CH:27][C:23]4[O:24][CH2:25][O:26][C:22]=4[CH:21]=3)[CH2:19][CH2:18]2)=[O:16])=[N:11][CH:10]=1. Procedure: (R)-N-(5-(Amino(2-chlorophenyl)-methyl)thiazol-2-yl)-1-(benzo[d][1,3]dioxol-5-yl)cyclopropanecarboxamide was prepared from (R)-N-(5-((R)-t-butylsulfinylamino(2-chlorophenyl)methyl)thiazol-2-yl)-1-(benzo[d][1,3]dioxol-5-yl)cyclopropanecarboxamide using the same protocol described for (S)-N-(5-(amino(2-chlorophenyl)-methyl)thiazol-2-yl)-1-(benzo[d][1,3]dioxol-5-yl)cyclopropanecarboxamide. 1H-NMR (400 MHz, CDCl3) δ 8.47 (s, 1H), 7.60 (dd, J=7.7, 1.7 Hz, 1H), 7.33 (dd, J=7.9, 1.3 Hz, 1H), 7.27 (td, ... Reactants: C(=C)C1=CC=C(C=C1)C1=CC=CC=C1 (4-vinylbiphenyl), [OH-].[Na+] (NaOH), CC[C@@H]1CN2CC[C@@H]1C[C@@H]2[C@@H](C3=C4C=C(C=CC4=NC=C3)OC)OC5=NN=C(C6=CC=CC=C65)O[C@@H]([C@H]7C[C@@H]8CCN7C[C@@H]8CC)C9=C1C=C(C=CC1=NC=C9)OC ((DHQ)2PHAL), C1(C(CCCC1)N)N (cyclohexane-1,2-diamine), [F-].[Cs+] (cesium fluoride), C(N)(OCC)=O (ethyl carbamate), CC1(C(NC(N1)=O)=O)C (5,5-dimethylimidazolidine-2,4-dione), IC=1C=C(C(=CC1)N)N (4-iodobenzene-1,2-diamine). Reagents/catalysts: [Cu]I (copper(I) iodide). Solvent: C(OCC)(OCC)OCC (triethyl orthoformate). Product: N1C=NC2=C1C=C(C=C2)N2C(OC[C@@H]2C2=CC=C(C=C2)C2=CC=CC=C2)=O ((S)-3-(1H-benzo[d]imidazol-6-yl)-4-(biphenyl-4-yl)oxazolidin-2-one). Reaction SMILES: [CH:1]([C:3]1[CH:8]=[CH:7][C:6]([C:9]2[CH:14]=[CH:13][CH:12]=[CH:11][CH:10]=2)=[CH:5][CH:4]=1)=[CH2:2].[C:15](=[O:20])([O:17]CC)[NH2:16].C[C:22]1([CH3:29])[NH:26][C:25](=O)[NH:24][C:23]1=O.[CH3:30][CH2:31][C@H:32]1[C@H]2C[C@H]([C@H](OC3C4C(=CC=CC=4)C(O[C@H](C4C=CN=C5C=4C=C(OC)C=C5)[C@@H]4N5C[C@H](CC)[C@@H](CC5)C4)=NN=3)C3C=CN=C4C=3C=C(OC)C=C4)N(CC2)C1.[OH-].[Na+].IC1C=C(N)C(N)=CC=1.[F-].[Cs+].C1(N)CCCCC1N>[Cu]I.C(OCC)(OCC)OCC>[NH:26]1[C:22]2[CH:29]=[C:30]([N:16]3[C@@H:1]([C:3]4[CH:8]=[CH:7][C:6]([C:9]5[CH:14]=[CH:13][CH:12]=[CH:11][CH:10]=5)=[CH:5][CH:4]=4)[CH2:2][O:17][C:15]3=[O:20])[CH:31]=[CH:32][C:23]=2[N:24]=[CH:25]1 |f:4.5,7.8|. Reported procedure: The compound was synthesized starting from 4-vinylbiphenyl (1.55 g 8.6 mmol), ethyl carbamate (2.38 g, 26.7 mmol), 5,5-dimethylimidazolidine-2,4-dione (2.6 g, 13.2 mmol), (DHQ)2PHAL (0.402 g, 0.52 mmol), K2OsO4x2H2O (0.127 g, 0.34 mmol), 0.38 M aqueous NaOH (74 mL, 28 mmol), 4-iodobenzene-1,2-diamine (0.35 g, 1.5 mmol), copper(I) iodide (0.029 g, 0.15 mmol), cesium fluoride (0.456 g, 3 mmol), cyclohexane-1,2-diamine (0.018 mL, 0.15 mmol), triethyl orthoformate (10 ml) as described in method 5. RXN SMILES: C([O:4][CH:5]([C:21]1[CH:26]=[CH:25][C:24]([CH2:27][CH3:28])=[CH:23][N:22]=1)[CH2:6][O:7][C:8]1[CH:13]=[CH:12][C:11]([CH2:14][CH:15](Br)[C:16]([O:18]C)=O)=[CH:10][CH:9]=1)(=O)C.[NH2:29][C:30](N)=[S:31].C([O-])(=[O:35])C.[Na+]>C(O)C>[CH2:27]([C:24]1[CH:25]=[CH:26][C:21]([CH:5]([OH:4])[CH2:6][O:7][C:8]2[CH:9]=[CH:10][C:11]([CH2:14][CH:15]3[S:31][C:30](=[O:35])[NH:29][C:16]3=[O:18])=[CH:12][CH:13]=2)=[N:22][CH:23]=1)[CH3:28] |f:2.3|. Reported procedure: By following the same procedure as described in Example 1, methyl 3-{4-[2-acetoxy-2-(5-ethyl-2-pyridyl) ethoxy]phenyl}-2-bromopropionate (10.0 g), thiourea (2.0 g) and sodium acetate (2.2 g) were allowed to undergo reaction in ethanol and hydrolysis was performed to give 5-{4-[2-(5-ethyl-2-pyridyl)-2-hydroxyethoxy]benzyl}-2,4-thiazolidinedione in the form of crystals. Yield of 6.2 g. Recrystallization from ethyl acetate-hexane produced colorless prisms. m.p. 129°-130° C. The product is C(C)C=1C=CC(=NC1)C(COC1=CC=C(CC2C(NC(S2)=O)=O)C=C1)O (5-{4-[2-(5-ethyl-2-pyridyl)-2-hydroxyethoxy]benzyl}-2,4-thiazolidinedione). Run in C(C)O (ethanol). The reactants are C(C)(=O)OC(COC1=CC=C(C=C1)CC(C(=O)OC)Br)C1=NC=C(C=C1)CC (methyl 3-{4-[2-acetoxy-2-(5-ethyl-2-pyridyl) ethoxy]phenyl}-2-bromopropionate), NC(=S)N (thiourea), C(C)(=O)[O-].[Na+] (sodium acetate).